Dataset: the Open Reaction Database (ORD), a public repository of structured organic reaction records. Task: describe an organic reaction: reactants, conditions, products, and yield Starting materials: NC1=NC=CC(=C1N)C (2,3-diamino-4-picoline), C(CCCCCCCCC)(=O)O (decanoic acid). Product: CC1=C2C(=NC=C1)N=C(N2)CCCCCCCCC (7-Methyl-2-nonylimidazo[4,5-b]pyridine), product. Isolated yield 72.0%. RXN SMILES: [NH2:1][C:2]1[C:7]([NH2:8])=[C:6]([CH3:9])[CH:5]=[CH:4][N:3]=1.[C:10](O)(=O)[CH2:11][CH2:12][CH2:13][CH2:14][CH2:15][CH2:16][CH2:17][CH2:18][CH3:19]>>[CH3:9][C:6]1[CH:5]=[CH:4][N:3]=[C:2]2[N:1]=[C:10]([CH2:11][CH2:12][CH2:13][CH2:14][CH2:15][CH2:16][CH2:17][CH2:18][CH3:19])[NH:8][C:7]=12. Procedure: The title compound was prepared from 2,3-diamino-4-picoline (0.246 g, 2 mmol) and decanoic acid (0.35 g, 2 mmol) according to the procedure described in Step 1 of Example 9. The crude product was purified by flash chromatography on silica-gel using EtOAc-MeOH (20:1) to give the pure product (0.38 g, 72%) as a tan colored solid. Reactants: F[B-](F)(F)F, CCOC(=O)C(Cc1ccc(OCC(=O)O)cc1)OCC, CCNCc1ccc(OC(F)(F)F)cc1, ClCCl, CCN(C(C)C)C(C)C, CN(C)C(On1nnc2ccccc21)=[N+](C)C. Product: CCOC(=O)C(Cc1ccc(OCC(=O)N(CC)Cc2ccc(OC(F)(F)F)cc2)cc1)OCC. As a reaction SMILES: [B-:46]([F:47])([F:48])([F:49])[F:50].[CH2:16]([CH3:17])[O:18][CH:19]([CH2:20][c:21]1[cH:22][cH:23][c:24]([O:25][CH2:26][C:27](=[O:28])[OH:29])[cH:30][cH:31]1)[C:32](=[O:33])[O:34][CH2:35][CH3:36].[CH2:1]([CH3:2])[NH:3][CH2:4][c:5]1[cH:6][cH:7][c:8]([O:11][C:12]([F:13])([F:14])[F:15])[cH:9][cH:10]1.[CH2:68]([Cl:69])[Cl:70].[CH:37]([N:38]([CH2:39][CH3:40])[CH:41]([CH3:42])[CH3:43])([CH3:44])[CH3:45].[n:51]1([O:52][C:53]([N:54]([CH3:55])[CH3:56])=[N+:57]([CH3:58])[CH3:59])[c:60]2[cH:61][cH:62][cH:63][cH:64][c:65]2[n:66][n:67]1>>[CH2:1]([CH3:2])[N:3]([CH2:4][c:5]1[cH:6][cH:7][c:8]([O:11][C:12]([F:13])([F:14])[F:15])[cH:9][cH:10]1)[C:27]([CH2:26][O:25][c:24]1[cH:23][cH:22][c:21]([CH2:20][CH:19]([O:18][CH2:16][CH3:17])[C:32](=[O:33])[O:34][CH2:35][CH3:36])[cH:31][cH:30]1)=[O:29].